From a dataset of the Open Reaction Database (ORD), a public repository of structured organic reaction records. describe an organic reaction: reactants, conditions, products, and yield Reactants: OCC(O)CO (glycerol), C([O-])([O-])=O.[Na+].[Na+] (sodium carbonate), C1(=CC=C(C=C1)S(=O)(=O)O)C (p-toluenesulfonic acid), C(C)(OC)(OC)OC (Trimethyl orthoacetate). Run in C(Cl)Cl (methylene chloride). Run at time 18 hour. The product is OCC1OC(OC1)(C)OC (4-hydroxymethyl-2-methoxy-2-methyl-1,3-dioxolane). Yield: 97.0%. RXN SMILES: [OH:1][CH2:2][CH:3]([CH2:5][OH:6])[OH:4].C1(C)C=CC(S(O)(=O)=O)=CC=1.[C:18](OC)(OC)([O:20][CH3:21])[CH3:19].C(=O)([O-])[O-].[Na+].[Na+]>C(Cl)Cl>[OH:1][CH2:2][CH:3]1[CH2:5][O:6][C:18]([O:20][CH3:21])([CH3:19])[O:4]1 |f:3.4.5|. Reported procedure: Example: A 1-liter round-bottomed flask was equipped with a pressure equalizing addition funnel was flushed with nitrogen and charged with 41.5 grams (451 mmol.) of glycerol, 750 ml. of methylene chloride and 100 mg. of p-toluenesulfonic acid. Trimethyl orthoacetate, 56.9 grams (473 mmol), was added over 5 minutes at room temperature, with stirring. The stirring was continued for 18 hours followed by addition of 1 gram of anhydrous sodium carbonate. The mixture was stirred for one additional hou...